This data is from the Open Reaction Database (ORD), a public repository of structured organic reaction records. The task is: describe an organic reaction: reactants, conditions, products, and yield The reactants are CN(C)C=O, [H-], [Na+], O=C1NCCO1, Cc1ccc(S(=O)(=O)OCC2CC3c4cccc5[nH]cc(c45)CC3N(C)C2)cc1. Yields the product CN1CC(CN2CCOC2=O)CC2c3cccc4[nH]cc(c34)CC21. Reaction SMILES: [CH3:38][N:39]([CH3:40])[CH:41]=[O:42].[H-:1].[Na+:2].[O:3]1[C:4](=[O:8])[NH:5][CH2:6][CH2:7]1.[O:9]([S:10]([c:11]1[cH:12][cH:13][c:14]([CH3:15])[cH:16][cH:17]1)(=[O:18])=[O:19])[CH2:20][CH:21]1[CH2:22][N:23]([CH3:37])[CH:24]2[CH2:25][c:26]3[cH:27][nH:28][c:29]4[cH:30][cH:31][cH:32][c:33]([c:36]34)[CH:34]2[CH2:35]1>>[O:3]1[C:4](=[O:8])[N:5]([CH2:20][CH:21]2[CH2:22][N:23]([CH3:37])[CH:24]3[CH2:25][c:26]4[cH:27][nH:28][c:29]5[cH:30][cH:31][cH:32][c:33]([c:36]45)[CH:34]3[CH2:35]2)[CH2:6][CH2:7]1. The reactants are CCOc1cc([N+](=O)[O-])c(C(=O)OC)cc1OC, CO, [H][H]. Yields the product CCOc1cc(N)c(C(=O)OC)cc1OC. RXN SMILES: [CH2:1]([CH3:2])[O:3][c:4]1[cH:5][c:6]([N+:16]([O-:17])=[O:18])[c:7]([C:8](=[O:9])[O:10][CH3:11])[cH:12][c:13]1[O:14][CH3:15].[CH3:21][OH:22].[H:19][H:20]>>[CH2:1]([CH3:2])[O:3][c:4]1[cH:5][c:6]([NH2:16])[c:7]([C:8](=[O:9])[O:10][CH3:11])[cH:12][c:13]1[O:14][CH3:15]. Procedure details: (S)—N—((S)-2-(tert-butyldimethylsilyloxy)-1-(4-methylpyridin-2-yl)ethyl)-2-methylpropane-2-sulfinamide (1.10 g, 2.97 mmol) was dissolved in MeOH (15 ml), and treated with 3.7 ml of a 4.0 M hydrogen chloride solution in dioxane. The reaction was stirred at ambient temperature for 2 hours, concentrated to dryness, and stored under high vacuum overnight to provide 0.71 g (106%) of crude (S)-2-amino-2-(4-methylpyridin-2-yl)ethanol dihydrochloride which was used directly in the next step. Conditions: time 2 hour. Run in CO (MeOH), O1CCOCC1 (dioxane). Reaction SMILES: [Si]([O:8][CH2:9][C@@H:10]([NH:18][S@](C(C)(C)C)=O)[C:11]1[CH:16]=[C:15]([CH3:17])[CH:14]=[CH:13][N:12]=1)(C(C)(C)C)(C)C.[ClH:25]>CO.O1CCOCC1>[ClH:25].[ClH:25].[NH2:18][C@@H:10]([C:11]1[CH:16]=[C:15]([CH3:17])[CH:14]=[CH:13][N:12]=1)[CH2:9][OH:8] |f:4.5.6|. Product: Cl.Cl.N[C@H](CO)C1=NC=CC(=C1)C ((S)-2-amino-2-(4-methylpyridin-2-yl)ethanol dihydrochloride). Reactants: [Si](C)(C)(C(C)(C)C)OC[C@H](C1=NC=CC(=C1)C)N[S@@](=O)C(C)(C)C ((S)—N—((S)-2-(tert-butyldimethylsilyloxy)-1-(4-methylpyridin-2-yl)ethyl)-2-methylpropane-2-sulfinamide), Cl (hydrogen chloride). Isolated yield 106.0%. The reactants are C=CCCCC(C)(C)C(=O)OCC, CO, Cl, [Na+], [OH-]. Product: C=CCCCC(C)(C)C(=O)O. As a reaction SMILES: [CH2:1]([CH3:2])[O:3][C:4]([C:5]([CH2:6][CH2:7][CH2:8][CH:9]=[CH2:10])([CH3:11])[CH3:12])=[O:13].[CH3:17][OH:18].[ClH:16].[Na+:15].[OH-:14]>>[O:3]=[C:4]([C:5]([CH2:6][CH2:7][CH2:8][CH:9]=[CH2:10])([CH3:11])[CH3:12])[OH:13]. RXN SMILES: [CH2:1]([C:5]1[CH:10]=[CH:9][C:8]([C:11]2[CH:12]=[N:13][C:14]([C:17]3[CH:25]=[CH:24][C:20]([C:21]([NH2:23])=O)=[CH:19][CH:18]=3)=[N:15][CH:16]=2)=[CH:7][CH:6]=1)[CH2:2][CH2:3][CH3:4].C(Cl)CCl.P(Cl)(Cl)(Cl)=O>CCOCC>[CH2:1]([C:5]1[CH:6]=[CH:7][C:8]([C:11]2[CH:16]=[N:15][C:14]([C:17]3[CH:18]=[CH:19][C:20]([C:21]#[N:23])=[CH:24][CH:25]=3)=[N:13][CH:12]=2)=[CH:9][CH:10]=1)[CH2:2][CH2:3][CH3:4]. Yields the product C(CCC)C1=CC=C(C=C1)C=1C=NC(=NC1)C1=CC=C(C=C1)C#N (5-(4-n-butylphenyl)-2-(4-cyanophenyl)pyrimidine). Procedure details: 102.75 G. of 4-[5-(4-n-butylphenyl)-2-pyrimidyl] benzoic acid amide are refluxed for 80 minutes in a mixture of 1500 ml. of ethylene chloride and 34 ml. of phosphorus oxychloride with stirring. The mixture, diluted with ether, is washed with 2-N sodium hydroxide solution and then with water until neutral. After evaporation of the organic phase, which has been dried over sodium sulfate, there is obtained 5-(4-n-butylphenyl)-2-(4-cyanophenyl)pyrimidine which is filtered on a short silica gel colum... Run in CCOCC (ether). Reactants: C(CCC)C1=CC=C(C=C1)C=1C=NC(=NC1)C1=CC=C(C(=O)N)C=C1 (4-[5-(4-n-butylphenyl)-2-pyrimidyl] benzoic acid amide), C(CCl)Cl (ethylene chloride), P(=O)(Cl)(Cl)Cl (phosphorus oxychloride).